The task is: describe an organic reaction: reactants, conditions, products, and yield. This data is from the Open Reaction Database (ORD), a public repository of structured organic reaction records. Reactants: N[C@@H](CC1=CC=CS1)C(=O)NC(=O)N.N=1C=NN2C1C1=CC=CC=C1CC2 (2-Thiureido 5,6-dihydro-s-triazolo[5,1-a]isoquinoline), Cl (hydrochloric acid), [OH-].[Na+] (sodium hydroxide), OO (H2O2). Reaction conditions: temperature 80 celsius, time 15 minute. The product is N(C(=O)N)C1=NN2C(C3=CC=CC=C3CC2)=N1 (2-Ureido-5,6-dihydro-s-triazolo[5,1-a]isoquinoline). As a reaction SMILES: N[C@H](C([NH:11][C:12]([NH2:14])=[O:13])=O)CC1SC=CC=1.[N:15]1[CH:16]=[N:17][N:18]2[CH2:27][CH2:26][C:25]3[C:20](=[CH:21][CH:22]=[CH:23][CH:24]=3)[C:19]=12.[OH-].[Na+].OO.Cl>>[NH:11]([C:16]1[N:15]=[C:19]2[C:20]3[C:25]([CH2:26][CH2:27][N:18]2[N:17]=1)=[CH:24][CH:23]=[CH:22][CH:21]=3)[C:12]([NH2:14])=[O:13] |f:0.1,2.3|. Procedure: 2-Thiureido-5,6-dihydro-s-triazolo[5,1-a]isoquinoline (1.2 g.) is suspended in 20 ml. of 2% aqueous sodium hydroxide and 1.9 ml. of 30% H2O2 is added at 40°-45° C. After 15 minutes, the mixture is heated for 5 minutes at 80° C and, after cooling and neutralizing with dilute hydrochloric acid, the solid precipitate is recovered by filtration and purified by crystallization from 70% ethanol. Yield 0.8 g.; m.p. 210°-2° C. Reactants: C(CC)[C@@H]1CC[C@H](CC1)C1=CC=C(C=C1)CCC1=CC=C(C=C1)Br (1-[4-(trans-4-n-propylcyclohexyl)-phenyl]-2-(4-bromophenyl)-ethane), [Cu]C#N (copper(I) cyanide). Solvent: N1=CC=CC=C1.CN1C(CCC1)=O (pyridine N-methylpyrrolidone). The product is C(CC)[C@@H]1CC[C@H](CC1)C1=CC=C(C=C1)CCC1=CC=C(C=C1)C#N (1-[4-(trans-4-n-propylcyclohexyl)-phenyl]-2-(4-cyanophenyl)-ethane). As a reaction SMILES: [CH2:1]([C@H:4]1[CH2:9][CH2:8][C@H:7]([C:10]2[CH:15]=[CH:14][C:13]([CH2:16][CH2:17][C:18]3[CH:23]=[CH:22][C:21](Br)=[CH:20][CH:19]=3)=[CH:12][CH:11]=2)[CH2:6][CH2:5]1)[CH2:2][CH3:3].[Cu][C:26]#[N:27]>N1C=CC=CC=1.CN1CCCC1=O>[CH2:1]([C@H:4]1[CH2:9][CH2:8][C@H:7]([C:10]2[CH:15]=[CH:14][C:13]([CH2:16][CH2:17][C:18]3[CH:23]=[CH:22][C:21]([C:26]#[N:27])=[CH:20][CH:19]=3)=[CH:12][CH:11]=2)[CH2:6][CH2:5]1)[CH2:2][CH3:3] |f:2.3|. Procedure details: Analogously to Example 4(b), 1-[4-(trans-4-n-propylcyclohexyl)-phenyl]-2-(4-bromophenyl)-ethane is reacted with copper(I) cyanide in pyridine/N-methylpyrrolidone to give 1-[4-(trans-4-n-propylcyclohexyl)-phenyl]-2-(4-cyanophenyl)-ethane; m.p. 36°. Reactants: COC(N(C)C)OC (1,1-dimethoxy-N,N-dimethylmethanamine), COC(C(C)=O)OC (1,1-dimethoxypropan-2-one). Reaction conditions: temperature 80 celsius. Yields the product CN(C=CC(C(OC)OC)=O)C (4-(dimethylamino)-1,1-dimethoxybut-3-en-2-one). Reaction SMILES: CO[CH:3](OC)[N:4]([CH3:6])[CH3:5].[CH3:9][O:10][CH:11]([O:15][CH3:16])[C:12](=[O:14])[CH3:13]>>[CH3:3][N:4]([CH3:6])[CH:5]=[CH:13][C:12](=[O:14])[CH:11]([O:15][CH3:16])[O:10][CH3:9]. Procedure details: A mixture of 1,1-dimethoxy-N,N-dimethylmethanamine (5.0 g, 41.96 mmol) and 1,1-dimethoxypropan-2-one (5.0 g, 41.96 mmol) was heated to 80° C. for 16 h. The solvent was removed under reduced pressure to afford 4-(dimethylamino)-1,1-dimethoxybut-3-en-2-one as a black colored liquid. The material was used without further purification. Starting materials: [H-].[Na+] (NaH), C1(=CC=CC=C1)C=1N=C(OC1C1=CC=CC=C1)C(C)NC1CCCC2=C(C=CC=C12)O (1-[1-(4,5-diphenyloxazol-2-yl)ethylamino]-1,2,3,4-tetrahydro-5-hydroxynaphthalene), BrCC(=O)OCC (ethyl bromoacetate). Run in CN(C)C=O (DMF). Run at time 7 hour. The product is C1(=CC=CC=C1)C=1N=C(OC1C1=CC=CC=C1)C(C)NC1CCCC2=C(C=CC=C12)OCC(=O)OCC (1-[1-(4,5-diphenyloxazol-2-yl)ethylamino]-1,2,3,4-tetrahydro-5-ethoxycarbonylmethoxynaphthalene). Isolated yield 57.1%. As a reaction SMILES: [H-].[Na+].[C:3]1([C:9]2[N:10]=[C:11]([CH:20]([NH:22][CH:23]3[C:32]4[C:27](=[C:28]([OH:33])[CH:29]=[CH:30][CH:31]=4)[CH2:26][CH2:25][CH2:24]3)[CH3:21])[O:12][C:13]=2[C:14]2[CH:19]=[CH:18][CH:17]=[CH:16][CH:15]=2)[CH:8]=[CH:7][CH:6]=[CH:5][CH:4]=1.Br[CH2:35][C:36]([O:38][CH2:39][CH3:40])=[O:37]>CN(C=O)C>[C:3]1([C:9]2[N:10]=[C:11]([CH:20]([NH:22][CH:23]3[C:32]4[C:27](=[C:28]([O:33][CH2:35][C:36]([O:38][CH2:39][CH3:40])=[O:37])[CH:29]=[CH:30][CH:31]=4)[CH2:26][CH2:25][CH2:24]3)[CH3:21])[O:12][C:13]=2[C:14]2[CH:19]=[CH:18][CH:17]=[CH:16][CH:15]=2)[CH:8]=[CH:7][CH:6]=[CH:5][CH:4]=1 |f:0.1|. Reported procedure: A solution of NaH (60% oil, 66 mg) and 1-[1-(4,5-diphenyloxazol-2-yl)ethylamino]-1,2,3,4-tetrahydro-5-hydroxynaphthalene (0.55 g) in DMF (10 ml) was stirred for 30 minutes at room temperature. To the reaction mixture was added ethyl bromoacetate (0.26 g). After being stirred for 7 hours at room temperature, the solution was partitioned between ethyl acetate and sat. NaHCO3. The organic layer was washed with brine. The dried solvent was evaporated in vacuo. The residue was purified by chromatogra... Starting materials: C(#N)C1=CC(=C(C=C1C(F)(F)F)NS(=O)(=O)C)I (N-(4-cyano-2-iodo-5-trifluoromethyl-phenyl)-methanesulfonamide), C(C)SCC(C#C)(O)C (1-ethylsulfanyl-2-methyl-but-3-yn-2-ol). Yields the product C(C)SCC(C)(O)C=1N(C2=CC(=C(C=C2C1)C#N)C(F)(F)F)S(=O)(=O)C (2-(2-Ethylsulfanyl-1-hydroxy-1-methyl-ethyl)-1-methanesulfonyl-6-trifluoromethyl-1H-indole-5-carbonitrile). RXN SMILES: [C:1]([C:3]1[C:8]([C:9]([F:12])([F:11])[F:10])=[CH:7][C:6]([NH:13][S:14]([CH3:17])(=[O:16])=[O:15])=[C:5](I)[CH:4]=1)#[N:2].[CH2:19]([S:21][CH2:22][C:23]([CH3:27])([OH:26])[C:24]#[CH:25])[CH3:20]>>[CH2:19]([S:21][CH2:22][C:23]([C:24]1[N:13]([S:14]([CH3:17])(=[O:16])=[O:15])[C:6]2[C:5]([CH:25]=1)=[CH:4][C:3]([C:1]#[N:2])=[C:8]([C:9]([F:12])([F:11])[F:10])[CH:7]=2)([OH:26])[CH3:27])[CH3:20]. Procedure: This compound was prepared using the general Sonagashira procedure as describe in General Procedures Example C, reacting N-(4-cyano-2-iodo-5-trifluoromethyl-phenyl)-methanesulfonamide (1.0 g, 2.56 mmol) and 1-ethylsulfanyl-2-methyl-but-3-yn-2-ol (0.37 g, 2.56 mmol) to yield the title compound as a yellow sticky oil. The reactants are [BH3-]C#N, O=C(CNc1ccc(O)cc1)N1CCN(Cc2ccc3c(c2)OCO3)CC1, CCOC1(O[Si](C)(C)C)CC1, CC(=O)O, CO, [Na+]. Yields the product O=C(CN(c1ccc(O)cc1)C1CC1)N1CCN(Cc2ccc3c(c2)OCO3)CC1. RXN SMILES: [C:43]([BH3-:44])#[N:45].[CH2:1]([c:2]1[cH:3][c:4]2[c:8]([cH:9][cH:10]1)[O:7][CH2:6][O:5]2)[N:11]1[CH2:12][CH2:13][N:14]([C:17]([CH2:18][NH:19][c:20]2[cH:21][cH:22][c:23]([OH:26])[cH:24][cH:25]2)=[O:27])[CH2:15][CH2:16]1.[CH2:32]([O:33][C:35]1([O:34][Si:38]([CH3:39])([CH3:40])[CH3:41])[CH2:36][CH2:37]1)[CH3:42].[CH3:28][C:29](=[O:30])[OH:31].[CH3:47][OH:48].[Na+:46]>>[CH2:1]([c:2]1[cH:3][c:4]2[c:8]([cH:9][cH:10]1)[O:7][CH2:6][O:5]2)[N:11]1[CH2:12][CH2:13][N:14]([C:17]([CH2:18][N:19]([c:20]2[cH:21][cH:22][c:23]([OH:26])[cH:24][cH:25]2)[CH:35]2[CH2:36][CH2:37]2)=[O:27])[CH2:15][CH2:16]1.